This data is from the Open Reaction Database (ORD), a public repository of structured organic reaction records. The task is: describe an organic reaction: reactants, conditions, products, and yield The reactants are FC(C1=CC=C(C=C1)CN)(F)F ((4-(trifluoromethyl)phenyl)methanamine), ClC1=C(C=CC=C1)CCN (2-(2-chlorophenyl)ethanamine), C(C1=CC=CC=C1)(=O)NC=1C=C(C(=O)O)C=CN1 (2-benzamidoisonicotinic acid). Product: C(C1=CC=CC=C1)(=O)NC=1C=C(C(=O)NCCC2=C(C=CC=C2)Cl)C=CN1 (2-benzamido-N-[2-(2-chlorophenyl)ethyl]-isonicotinamide). The yield is 27.0%. As a reaction SMILES: FC(F)(F)C1C=CC(CN)=CC=1.[Cl:13][C:14]1[CH:19]=[CH:18][CH:17]=[CH:16][C:15]=1[CH2:20][CH2:21][NH2:22].[C:23]([NH:31][C:32]1[CH:33]=[C:34]([CH:38]=[CH:39][N:40]=1)[C:35](O)=[O:36])(=[O:30])[C:24]1[CH:29]=[CH:28][CH:27]=[CH:26][CH:25]=1>>[C:23]([NH:31][C:32]1[CH:33]=[C:34]([CH:38]=[CH:39][N:40]=1)[C:35]([NH:22][CH2:21][CH2:20][C:15]1[CH:16]=[CH:17][CH:18]=[CH:19][C:14]=1[Cl:13])=[O:36])(=[O:30])[C:24]1[CH:25]=[CH:26][CH:27]=[CH:28][CH:29]=1. Reported procedure: Following the procedure as described in Example 1, making variations as required to replace (4-(trifluoromethyl)phenyl)methanamine with 2-(2-chlorophenyl)ethanamine to react with 2-benzamidoisonicotinic acid, 2-benzamido-N-[2-(2-chlorophenyl)ethyl]-isonicotinamide was obtained as a colorless solid in 27% yield: 1H NMR (300 MHz, DMSO-d6) δ 10.91-10.82 (m, 1H), 8.91-8.85 (m, 1H), 8.56-8.44 (m, 2H), 8.06-7.98 (m, 2H), 7.63-7.17 (m, 8H), 3.55-3.48 (m, 2H), 3.03-2.92 (m, 2H); MS (ES+) m/z 380.5 (M+1)...